From a dataset of the Open Reaction Database (ORD), a public repository of structured organic reaction records. describe an organic reaction: reactants, conditions, products, and yield Starting materials: C(C)OCCl (chloromethyl ethyl ether), N1C=NC=C1 (Imidazole), C(CCC)[Li] (n-butyllithium), solution. The solvent is O1CCCC1 (tetrahydrofuran), CCCCCC (hexane). Run at temperature -70 celsius. Product: C(C)OCN1C=NC=C1 (1-ethoxymethylimidazole). Isolated yield 56.1%. Reaction SMILES: [NH:1]1[CH:5]=[CH:4][N:3]=[CH:2]1.C([Li])CCC.[CH2:11]([O:13][CH2:14]Cl)[CH3:12]>O1CCCC1.CCCCCC>[CH2:11]([O:13][CH2:14][N:1]1[CH:5]=[CH:4][N:3]=[CH:2]1)[CH3:12]. Procedure: Imidazole (20 g) was dissolved in tetrahydrofuran (700 ml) under a nitrogen atmosphere, cooled to −70° C. and n-butyllithium (117.5 ml of a 2.5M solution in hexane) added dropwise, over 15 minutes. The mixture was allowed to warm to −20° C. and stirred at −20° C. for 30 minutes before the dropwise addition of chloromethyl ethyl ether (30.5 g). The mixture was allowed to warm to room temperature and stirred for a further hour. The solvent was removed under reduced pressure to give a residue which... Starting materials: N#N (N2), C1(CC1)N1C=NC2=C1C(=CC(=C2)B2OC(C(O2)(C)C)(C)C)O[C@H](C)[C@@H]2CC(NC2)=O ((R)-4-((R)-1-((1-cyclopropyl-5-(4,4,5,5-tetramethyl-1,3,2-dioxaborolan-2-yl)-1H-benzo[d]imidazol-7-yl)oxy)ethyl)pyrrolidin-2-one), IC1=CC=NN1C1CCOCC1 (5-iodo-1-(tetrahydro-2H-pyran-4-yl)-1H-pyrazole), C(=O)([O-])[O-].[Na+].[Na+] (Na2CO3). Reagents/catalysts: C=1C=CC(=CC1)[P](C=2C=CC=CC2)(C=3C=CC=CC3)[Pd]([P](C=4C=CC=CC4)(C=5C=CC=CC5)C=6C=CC=CC6)([P](C=7C=CC=CC7)(C=8C=CC=CC8)C=9C=CC=CC9)[P](C=1C=CC=CC1)(C=1C=CC=CC1)C=1C=CC=CC1 (Pd(PPh3)4). Solvent: COCCOC (1,2-dimethoxyethane), C(Cl)Cl (DCM). Conditions: temperature 100 celsius. The product is C1(CC1)N1C=NC2=C1C(=CC(=C2)C2=CC=NN2C2CCOCC2)O[C@H](C)[C@@H]2CC(NC2)=O ((R)-4-((R)-1-((1-cyclopropyl-5-(1-(tetrahydro-2H-pyran-4-yl)-1H-pyrazol-5-yl)-1H-benzo[d]imidazol-7-yl)oxy)ethyl)pyrrolidin-2-one). Isolated yield 57.1%. Reaction SMILES: [CH:1]1([N:4]2[C:8]3[C:9]([O:22][C@@H:23]([C@H:25]4[CH2:29][NH:28][C:27](=[O:30])[CH2:26]4)[CH3:24])=[CH:10][C:11](B4OC(C)(C)C(C)(C)O4)=[CH:12][C:7]=3[N:6]=[CH:5]2)[CH2:3][CH2:2]1.I[C:32]1[N:36]([CH:37]2[CH2:42][CH2:41][O:40][CH2:39][CH2:38]2)[N:35]=[CH:34][CH:33]=1.C([O-])([O-])=O.[Na+].[Na+].N#N>C1C=CC([P]([Pd]([P](C2C=CC=CC=2)(C2C=CC=CC=2)C2C=CC=CC=2)([P](C2C=CC=CC=2)(C2C=CC=CC=2)C2C=CC=CC=2)[P](C2C=CC=CC=2)(C2C=CC=CC=2)C2C=CC=CC=2)(C2C=CC=CC=2)C2C=CC=CC=2)=CC=1.C(Cl)Cl.COCCOC>[CH:1]1([N:4]2[C:8]3[C:9]([O:22][C@@H:23]([C@H:25]4[CH2:29][NH:28][C:27](=[O:30])[CH2:26]4)[CH3:24])=[CH:10][C:11]([C:32]4[N:36]([CH:37]5[CH2:42][CH2:41][O:40][CH2:39][CH2:38]5)[N:35]=[CH:34][CH:33]=4)=[CH:12][C:7]=3[N:6]=[CH:5]2)[CH2:2][CH2:3]1 |f:2.3.4,^1:54,56,75,94|. Procedure details: To a microwave tube equipped with a stirring bar, (R)-4-((R)-1-((1-cyclopropyl-5-(4,4,5,5-tetramethyl-1,3,2-dioxaborolan-2-yl)-1H-benzo[d]imidazol-7-yl)oxy)ethyl)pyrrolidin-2-one (120 mg, 0.292 mmol), 5-iodo-1-(tetrahydro-2H-pyran-4-yl)-1H-pyrazole (97.4 mg, 0. 0.35 mmol), 1,2-dimethoxyethane (2 mL), 1 N Na2CO3 aqueous solution (0.88 mL, 0.88 mmol) were added, the mixture was bubbled N2 for 5 minutes before Pd(PPh3)4 (16.9 mg, 0.015 mmol) was added. The tube was sealed and heated in an oil bath ... Reactants: [Br-], Br, COc1ccc2c(c1)Oc1ccccc1S2(=O)=O, CCCC[N+](CCCC)(CCCC)CCCC. Yields the product O=S1(=O)c2ccccc2Oc2cc(O)ccc21. As a reaction SMILES: [Br-:19].[BrH:37].[CH3:1][O:2][c:3]1[cH:4][cH:5][c:6]2[c:15]([cH:16]1)[O:14][c:13]1[c:8]([cH:9][cH:10][cH:11][cH:12]1)[S:7]2(=[O:17])=[O:18].[CH3:20][CH2:21][CH2:22][CH2:23][N+:24]([CH2:25][CH2:26][CH2:27][CH3:28])([CH2:29][CH2:30][CH2:31][CH3:32])[CH2:33][CH2:34][CH2:35][CH3:36]>>[OH:2][c:3]1[cH:4][cH:5][c:6]2[c:15]([cH:16]1)[O:14][c:13]1[c:8]([cH:9][cH:10][cH:11][cH:12]1)[S:7]2(=[O:17])=[O:18]. The reactants are O=C([O-])[O-], CC1CCCN1C1CCNC1, CS(C)=O, Cl, Cc1cc(F)ccc1[N+](=O)[O-], [K+], [K+]. Yields the product Cc1cc(N2CCC(N3CCCC3C)C2)ccc1[N+](=O)[O-]. As a reaction SMILES: [C:24](=[O:25])([O-:26])[O-:27].[CH3:2][CH:3]1[N:4]([CH:8]2[CH2:9][NH:10][CH2:11][CH2:12]2)[CH2:5][CH2:6][CH2:7]1.[CH3:30][S:31]([CH3:32])=[O:33].[ClH:1].[F:13][c:14]1[cH:15][cH:16][c:17]([N+:21](=[O:22])[O-:23])[c:18]([CH3:20])[cH:19]1.[K+:28].[K+:29]>>[CH3:2][CH:3]1[N:4]([CH:8]2[CH2:9][N:10]([c:14]3[cH:15][cH:16][c:17]([N+:21](=[O:22])[O-:23])[c:18]([CH3:20])[cH:19]3)[CH2:11][CH2:12]2)[CH2:5][CH2:6][CH2:7]1. The reactants are ClCCl, COCCn1ccc(N)n1, CN(C)C=O, O=C(Cl)C(=O)Cl, O=C1CCC(CC(C(=O)O)c2cccc(C(F)(F)F)c2)C1, Cc1cccc(C)n1. The product is COCCn1ccc(NC(=O)C(CC2CCC(=O)C2)c2cccc(C(F)(F)F)c2)n1. As a reaction SMILES: [CH2:46]([Cl:47])[Cl:48].[CH3:28][O:29][CH2:30][CH2:31][n:32]1[n:33][c:34]([NH2:37])[cH:35][cH:36]1.[CH3:49][N:50]([CH3:51])[CH:52]=[O:53].[Cl:22][C:23]([C:24]([Cl:25])=[O:26])=[O:27].[O:1]=[C:2]1[CH2:3][CH:4]([CH2:7][CH:8]([C:9](=[O:10])[OH:11])[c:12]2[cH:13][c:14]([C:18]([F:19])([F:20])[F:21])[cH:15][cH:16][cH:17]2)[CH2:5][CH2:6]1.[n:38]1[c:39]([CH3:40])[cH:41][cH:42][cH:43][c:44]1[CH3:45]>>[O:1]=[C:2]1[CH2:3][CH:4]([CH2:7][CH:8]([C:9](=[O:11])[NH:37][c:34]2[n:33][n:32]([CH2:31][CH2:30][O:29][CH3:28])[cH:36][cH:35]2)[c:12]2[cH:13][c:14]([C:18]([F:19])([F:20])[F:21])[cH:15][cH:16][cH:17]2)[CH2:5][CH2:6]1.